From a dataset of the Open Reaction Database (ORD), a public repository of structured organic reaction records. describe an organic reaction: reactants, conditions, products, and yield The reactants are Cl (Hydrochloric acid), CC1=C(C=CC=C1)NC(COC1=CC=C(C=C1)OC1=CC=NC2=CC(=C(C=C12)OC)OC)=O (N1-(2-Methylphenyl)-2-{4-[(6,7-dimethoxy-4-quinolyl)oxy]phenoxy}acetamide), [OH-].[Na+] (sodium hydroxide). Run in O1CCCC1 (tetrahydrofuran). Yields the product COC=1C=C2C(=CC=NC2=CC1OC)OC1=CC=C(OCCNC2=C(C=CC=C2)C)C=C1 (N-(2-{4-[(6,7-Dimethoxy-4-quinolyl)oxy]phenoxy}ethyl)-N-(2-methylphenyl)amine). The yield is 46.1%. RXN SMILES: [CH3:1][C:2]1[CH:7]=[CH:6][CH:5]=[CH:4][C:3]=1[NH:8][C:9](=O)[CH2:10][O:11][C:12]1[CH:17]=[CH:16][C:15]([O:18][C:19]2[C:28]3[C:23](=[CH:24][C:25]([O:31][CH3:32])=[C:26]([O:29][CH3:30])[CH:27]=3)[N:22]=[CH:21][CH:20]=2)=[CH:14][CH:13]=1.Cl.[OH-].[Na+]>O1CCCC1>[CH3:30][O:29][C:26]1[CH:27]=[C:28]2[C:23](=[CH:24][C:25]=1[O:31][CH3:32])[N:22]=[CH:21][CH:20]=[C:19]2[O:18][C:15]1[CH:16]=[CH:17][C:12]([O:11][CH2:10][CH2:9][NH:8][C:3]2[CH:4]=[CH:5][CH:6]=[CH:7][C:2]=2[CH3:1])=[CH:13][CH:14]=1 |f:2.3|. Procedure: N1-(2-Methylphenyl)-2-{4-[(6,7-dimethoxy-4-quinolyl)oxy]phenoxy}acetamide (65 mg) was dissolved in tetrahydrofuran (10 ml) to prepare a solution. A borane-tetrahydrofuran complex (1.0 M solution: 0.74 ml) was then added to the solution, and the mixture was heated under reflux overnight. 1 N Hydrochloric acid was added thereto, and the mixture was further heated under reflux for 30 min. A 5% aqueous sodium hydroxide solution was added to the reaction solution, the mixture was extracted with chlor... Reactants: NC1=C(C(=NC=N1)N[C@@H](C)C1=NN2C(C(N1C1=CC=CC=C1)=O)=C(C=C2)C)Br ((S)-2-(1-((6-amino-5-bromopyrimidin-4-yl)amino)ethyl)-5-methyl-3-phenylpyrrolo[2,1-f][1,2,4]triazin-4(3H)-one), C(C)(C)(C)OC(=O)N1CCN(CC1)C1=CC=C(C=C1)B(O)O ((4-(4-(tert-butoxycarbonyl)piperazin-1-yl)phenyl)boronic acid), aqueous solution, C([O-])([O-])=O.[Cs+].[Cs+] (cesium carbonate). The solvent is C(C)(=O)OCC (ethyl acetate), O1CCOCC1 (dioxane). Reaction conditions: temperature 100 celsius, time 18 hour. Product: NC1=NC=NC(=C1C1=CC=C(C=C1)N1CCN(CC1)C(=O)OC(C)(C)C)N[C@@H](C)C1=NN2C(C(N1C1=CC=CC=C1)=O)=C(C=C2)C ((S)-tert-Butyl 4-(4-(4-amino-6-((1-(5-methyl-4-oxo-3-phenyl-3,4-dihydropyrrolo[2,1-f][1,2,4]triazin-2-yl)ethyl)amino)pyrimidin-5-yl)phenyl)piperazine-1-carboxylate). Yield: 74.0%. RXN SMILES: [NH2:1][C:2]1[N:7]=[CH:6][N:5]=[C:4]([NH:8][C@H:9]([C:11]2[N:16]([C:17]3[CH:22]=[CH:21][CH:20]=[CH:19][CH:18]=3)[C:15](=[O:23])[C:14]3=[C:24]([CH3:27])[CH:25]=[CH:26][N:13]3[N:12]=2)[CH3:10])[C:3]=1Br.[C:29]([O:33][C:34]([N:36]1[CH2:41][CH2:40][N:39]([C:42]2[CH:47]=[CH:46][C:45](B(O)O)=[CH:44][CH:43]=2)[CH2:38][CH2:37]1)=[O:35])([CH3:32])([CH3:31])[CH3:30].C(=O)([O-])[O-].[Cs+].[Cs+]>O1CCOCC1.C(OCC)(=O)C>[NH2:1][C:2]1[C:3]([C:45]2[CH:44]=[CH:43][C:42]([N:39]3[CH2:38][CH2:37][N:36]([C:34]([O:33][C:29]([CH3:32])([CH3:31])[CH3:30])=[O:35])[CH2:41][CH2:40]3)=[CH:47][CH:46]=2)=[C:4]([NH:8][C@H:9]([C:11]2[N:16]([C:17]3[CH:22]=[CH:21][CH:20]=[CH:19][CH:18]=3)[C:15](=[O:23])[C:14]3=[C:24]([CH3:27])[CH:25]=[CH:26][N:13]3[N:12]=2)[CH3:10])[N:5]=[CH:6][N:7]=1 |f:2.3.4|. Procedure details: To a solution of (S)-2-(1-((6-amino-5-bromopyrimidin-4-yl)amino)ethyl)-5-methyl-3-phenylpyrrolo[2,1-f][1,2,4]triazin-4(3H)-one (70 mg, 0.16 mmol) in dioxane (2 ml) was added (4-(4-(tert-butoxycarbonyl)piperazin-1-yl)phenyl)boronic acid (73 mg, 0.24 mmol), 1,1′-bis(diphenylphosphino)ferrocene-palladium(II)dichloride dichloromethane complex (12 mg, 0.01 mmol) and 159 μl of a 2M aqueous solution of cesium carbonate. The mixture was stirred under argon atmosphere at 100° C. for 18 hours and then dil... Reactants: CN(C)c1ncc(Br)nn1, CC(=O)O, OO. Product: CN(C)c1nnc(Br)c(=O)[nH]1. Reaction SMILES: [Br:3][c:4]1[cH:5][n:6][c:7]([N:10]([CH3:11])[CH3:12])[n:8][n:9]1.[CH3:13][C:14](=[O:15])[OH:16].[OH:1][OH:2]>>[O:1]=[c:5]1[c:4]([Br:3])[n:9][n:8][c:7]([N:10]([CH3:11])[CH3:12])[nH:6]1. Reactants: COC(=O)C=1OC(=C(C1)COC1=CC=C(C=C1)C1=NC=C(C=C1)OC)C (4-[4-(5-Methoxy-pyridin-2-yl)-phenoxymethyl]-5-methyl-furan-2-carboxylic acid methyl ester), [OH-].[Li+] (lithium hydroxide). The solvent is O1CCCC1.CO (tetrahydrofuran methanol). Reaction conditions: time 16 hour. Yields the product COC=1C=CC(=NC1)C1=CC=C(OCC=2C=C(OC2C)C(=O)O)C=C1 (4-[4-(5-Methoxy-pyridin-2-yl)-phenoxymethyl]-5-methyl-furan-2-carboxylic acid), solid. Reaction SMILES: C[O:2][C:3]([C:5]1[O:6][C:7]([CH3:26])=[C:8]([CH2:10][O:11][C:12]2[CH:17]=[CH:16][C:15]([C:18]3[CH:23]=[CH:22][C:21]([O:24][CH3:25])=[CH:20][N:19]=3)=[CH:14][CH:13]=2)[CH:9]=1)=[O:4].[OH-].[Li+]>O1CCCC1.CO>[CH3:25][O:24][C:21]1[CH:22]=[CH:23][C:18]([C:15]2[CH:16]=[CH:17][C:12]([O:11][CH2:10][C:8]3[CH:9]=[C:5]([C:3]([OH:4])=[O:2])[O:6][C:7]=3[CH3:26])=[CH:13][CH:14]=2)=[N:19][CH:20]=1 |f:1.2,3.4|. Procedure details: A mixture of 4-[4-(5-methoxy-pyridin-2-yl)-phenoxymethyl]-5-methyl-furan-2-carboxylic acid methyl ester (52) (70 mg) and 1M aqueous lithium hydroxide (1 mL) in tetrahydrofuran/methanol (2:1 by volume) (12 mL) was stirred at room temperature for 16 hours. The reaction mixture was acidified to between pH6 and pH7, and partitioned between ethyl acetate and water. The organic phase was separated, washed with brine and dried (MgSO4). After removal of the solvent, the residue was purified by HPLC. Com... Reactants: C(C)(C)(C)C=1C=C(C=C(C1)C(C)(C)C)NN (3,5-di-t-butylphenylhydrazine), C(=O)C1=CC=C(C(=O)OC)C=C1 (methyl 4-formylbenzoate), O1CCCC1 (tetrahydrofuran). Solvent: C(C)O (ethanol). The product is C(C)(C)(C)C=1C=C(C=C(C1)C(C)(C)C)NN=CC1=CC=C(C=C1)C(=O)OC (4-Methoxycarbonylbenzaldehyde-N-(3,5-di-t-butylphenyl)hydrazone). Yield: 58.2%. RXN SMILES: [C:1]([C:5]1[CH:6]=[C:7]([NH:15][NH2:16])[CH:8]=[C:9]([C:11]([CH3:14])([CH3:13])[CH3:12])[CH:10]=1)([CH3:4])([CH3:3])[CH3:2].[CH:17]([C:19]1[CH:28]=[CH:27][C:22]([C:23]([O:25][CH3:26])=[O:24])=[CH:21][CH:20]=1)=O.O1CCCC1>C(O)C>[C:1]([C:5]1[CH:6]=[C:7]([NH:15][N:16]=[CH:17][C:19]2[CH:20]=[CH:21][C:22]([C:23]([O:25][CH3:26])=[O:24])=[CH:27][CH:28]=2)[CH:8]=[C:9]([C:11]([CH3:14])([CH3:13])[CH3:12])[CH:10]=1)([CH3:4])([CH3:2])[CH3:3]. Procedure: 3.5g (15 mmoles) of 3,5-di-t-butylphenylhydrazine and 2.6g (15 mmoles) of methyl 4-formylbenzoate were stirred for 1 hour under reflux in 150ml of a 1:1 mixture of tetrahydrofuran and ethanol. After evaporation of the solvent the residue was digested with ethanol at the boil and then cooled, filtered off in vacuo and rinsed with ethanol. After drying in vacuo at ambient temperature, there were obtained 3.2g of the above compound, m.p. 215°-220° C. Reactants: [Br-], COC(=O)c1ccnc(-c2ccc(O)c(C#N)c2)c1, O=C([O-])[O-], CCCC[N+](CCCC)(CCCC)CCCC, CC(C)I, [K+], [K+], CN(C)C=O, O. The product is COC(=O)c1ccnc(-c2ccc(OC(C)C)c(C#N)c2)c1. As a reaction SMILES: [Br-:35].[C:1](#[N:2])[c:3]1[cH:4][c:5](-[c:10]2[cH:11][c:12]([C:13](=[O:14])[O:15][CH3:16])[cH:17][cH:18][n:19]2)[cH:6][cH:7][c:8]1[OH:9].[C:24](=[O:25])([O-:26])[O-:27].[CH2:36]([N+:37]([CH2:38][CH2:39][CH2:40][CH3:41])([CH2:42][CH2:43][CH2:44][CH3:45])[CH2:46][CH2:47][CH2:48][CH3:49])[CH2:50][CH2:51][CH3:52].[CH:20]([CH3:21])([CH3:22])[I:23].[K+:28].[K+:29].[O:30]=[CH:31][N:32]([CH3:33])[CH3:34].[OH2:53]>>[C:1](#[N:2])[c:3]1[cH:4][c:5](-[c:10]2[cH:11][c:12]([C:13](=[O:14])[O:15][CH3:16])[cH:17][cH:18][n:19]2)[cH:6][cH:7][c:8]1[O:9][CH:20]([CH3:21])[CH3:22].